From a dataset of the Open Reaction Database (ORD), a public repository of structured organic reaction records. describe an organic reaction: reactants, conditions, products, and yield Starting materials: ice water, Cl.NCC#N (aminoacetonitrile hydrochloride), CC(C)(CCCCC)O (2-methylheptan-2-ol), S(O)(O)(=O)=O (sulphuric acid). The solvent is C(C)(=O)O (acetic acid). Run at time 2 hour. Product: NCC(=O)NC(CCCCC)(C)C (2-amino-N-(1,1-dimethylhexyl)acetamide). As a reaction SMILES: Cl.[NH2:2][CH2:3][C:4]#[N:5].[CH3:6][C:7](O)([CH2:9][CH2:10][CH2:11][CH2:12][CH3:13])[CH3:8].S(=O)(=O)(O)[OH:16]>C(O)(=O)C>[NH2:5][CH2:4][C:3]([NH:2][C:7]([CH3:8])([CH3:6])[CH2:9][CH2:10][CH2:11][CH2:12][CH3:13])=[O:16] |f:0.1|. Procedure: A mixture of aminoacetonitrile hydrochloride (9.25 g, 0.1 mol) and 2-methylheptan-2-ol (13.0 g, 0.1 mol) in acetic acid (60 ml) was treated with concentrated sulphuric acid (12 ml) with the temperature held at 25°-30° C. After stirring for 2 hours the mixture was pouredinto ice-water (300 ml) and washed with ether (2×200 ml). The aqueousphase was basified with 10 N sodium hydroxide solution, extracted with ether (3×200 ml) and the combined extracts were dried over magnesiumsulphate then evaporat... The reactants are O=C1CCC(=O)N1Br, ClCCl, O=C(O)C(CC1CCCC1)c1ccc(-c2cccnc2)cc1, Nc1ccccn1, c1ccc(P(c2ccccc2)c2ccccc2)cc1. Yields the product O=C(Nc1ccccn1)C(CC1CCCC1)c1ccc(-c2cccnc2)cc1. Reaction SMILES: [Br:20][N:21]1[C:22](=[O:23])[CH2:24][CH2:25][C:26]1=[O:27].[CH2:57]([Cl:58])[Cl:59].[CH:28]1([CH2:33][CH:34]([C:35](=[O:36])[OH:37])[c:38]2[cH:39][cH:40][c:41](-[c:44]3[cH:45][n:46][cH:47][cH:48][cH:49]3)[cH:42][cH:43]2)[CH2:29][CH2:30][CH2:31][CH2:32]1.[NH2:50][c:51]1[n:52][cH:53][cH:54][cH:55][cH:56]1.[c:1]1([P:2]([c:3]2[cH:4][cH:5][cH:6][cH:7][cH:8]2)[c:9]2[cH:10][cH:11][cH:12][cH:13][cH:14]2)[cH:15][cH:16][cH:17][cH:18][cH:19]1>>[CH:28]1([CH2:33][CH:34]([C:35](=[O:36])[NH:50][c:51]2[n:52][cH:53][cH:54][cH:55][cH:56]2)[c:38]2[cH:39][cH:40][c:41](-[c:44]3[cH:45][n:46][cH:47][cH:48][cH:49]3)[cH:42][cH:43]2)[CH2:29][CH2:30][CH2:31][CH2:32]1. The reactants are COC1=CC=C(CN(C2=NC(=NC(=N2)C)C=2C=C(C=NC2NC=2C=NC(=C(C2)F)OC)C(C)=O)CC2=CC=C(C=C2)OC)C=C1 (1-(5-(4-(bis(4-methoxybenzyl)amino)-6-methyl-1,3,5-triazin-2-yl)-6-(5-fluoro-6-methoxypyridin-3-ylamino)pyridin-3-yl)ethanone), N1CCOCC1 (morpholine), C(=O)(O)[O-].[Na+] (NaHCO3), C(=O)(O)[O-].[Na+] (NaHCO3), C(#N)[Al](CC)CC (Cyanodiethylaluminum). Reagents/catalysts: C(C)(C)O[Ti](OC(C)C)(OC(C)C)OC(C)C (tetraisopropoxytitanium). Solvent: CCOC(=O)C (EtOAc), C(Cl)Cl (DCM), CCOC(=O)C (EtOAc). Conditions: time 8 hour. Product: COC1=CC=C(CN(C2=NC(=NC(=N2)C)C=2C=C(C=NC2NC=2C=NC(=C(C2)F)OC)C(C#N)(C)N2CCOCC2)CC2=CC=C(C=C2)OC)C=C1 (2-(5-(4-(bis(4-methoxybenzyl)amino)-6-methyl-1,3,5-triazin-2-yl)-6-(5-fluoro-6-methoxypyridin-3-ylamino)pyridin-3-yl)-2-morpholinopropanenitrile). Yield: 99.6%. RXN SMILES: [CH3:1][O:2][C:3]1[CH:45]=[CH:44][C:6]([CH2:7][N:8]([CH2:35][C:36]2[CH:41]=[CH:40][C:39]([O:42][CH3:43])=[CH:38][CH:37]=2)[C:9]2[N:14]=[C:13]([CH3:15])[N:12]=[C:11]([C:16]3[CH:17]=[C:18]([C:32](=O)[CH3:33])[CH:19]=[N:20][C:21]=3[NH:22][C:23]3[CH:24]=[N:25][C:26]([O:30][CH3:31])=[C:27]([F:29])[CH:28]=3)[N:10]=2)=[CH:5][CH:4]=1.[NH:46]1[CH2:51][CH2:50][O:49][CH2:48][CH2:47]1.[C:52]([Al](CC)CC)#[N:53].C([O-])(O)=O.[Na+]>C(Cl)Cl.C(O[Ti](OC(C)C)(OC(C)C)OC(C)C)(C)C.CCOC(C)=O>[CH3:43][O:42][C:39]1[CH:40]=[CH:41][C:36]([CH2:35][N:8]([CH2:7][C:6]2[CH:5]=[CH:4][C:3]([O:2][CH3:1])=[CH:45][CH:44]=2)[C:9]2[N:14]=[C:13]([CH3:15])[N:12]=[C:11]([C:16]3[CH:17]=[C:18]([C:32]([N:46]4[CH2:51][CH2:50][O:49][CH2:48][CH2:47]4)([CH3:33])[C:52]#[N:53])[CH:19]=[N:20][C:21]=3[NH:22][C:23]3[CH:24]=[N:25][C:26]([O:30][CH3:31])=[C:27]([F:29])[CH:28]=3)[N:10]=2)=[CH:37][CH:38]=1 |f:3.4|. Procedure: A solution of 1-(5-(4-(bis(4-methoxybenzyl)amino)-6-methyl-1,3,5-triazin-2-yl)-6-(5-fluoro-6-methoxypyridin-3-ylamino)pyridin-3-yl)ethanone (Example 271, 0.564 g, 0.925 mmol) and morpholine (0.201 mL, 2.313 mmol) in DCM (4.5 mL) was treated with tetraisopropoxytitanium (0.678 mL, 2.313 mmol). The reaction was sealed and stirred rapidly overnight. Cyanodiethylaluminum (1.0 M in toluene; 2.313 mL, 2.313 mmol) was added and the reaction was resealed and stirred overnight. EtOAc was added followed b... The reactants are CN(C(=O)OC=1C=NC=CC1)C (3-Dimethylcarbamoyloxypyridine), ClCOC(C1=CC=CC=C1)=O (chloromethylbenzoate). Run in C(C)OCC (diethyl ether). Run at time 4 hour. Yields the product [Cl-].CN(C(=O)OC=1C=[N+](C=CC1)COC(=O)C1=CC=CC=C1)C (3-(dimethylcarbamoyloxy)-1-(phenylcarbonyloxymethyl)pyridinium chloride). The yield is 85.2%. Reaction SMILES: [CH3:1][N:2]([CH3:12])[C:3]([O:5][C:6]1[CH:7]=[N:8][CH:9]=[CH:10][CH:11]=1)=[O:4].[Cl:13][CH2:14][O:15][C:16](=[O:23])[C:17]1[CH:22]=[CH:21][CH:20]=[CH:19][CH:18]=1>C(OCC)C>[Cl-:13].[CH3:1][N:2]([CH3:12])[C:3]([O:5][C:6]1[CH:7]=[N+:8]([CH2:14][O:15][C:16]([C:17]2[CH:22]=[CH:21][CH:20]=[CH:19][CH:18]=2)=[O:23])[CH:9]=[CH:10][CH:11]=1)=[O:4] |f:3.4|. Procedure details: 3-Dimethylcarbamoyloxypyridine (4.98 g) and chloromethylbenzoate (5.13 g) were heated to 70° C. with stirring for 4 hrs. The hot reaction mixture was poured into 100 ml of diethyl ether with vigorous stirring. The precipitated solids were filtered off and washed twice with anhydrous diethyl ether (100 ml×2). Recrystallization from acetone gave 8.6 g of 3-(dimethylcarbamoyloxy)-1-(phenylcarbonyloxymethyl)pyridinium chloride as prisms, m.p. 175°-176° C. The reactants are C1CCOC1, COc1ccc(CN(Cc2ccc(OC)cc2)c2nc(C)nc(-c3cc(CN(CCO)C(=O)CCl)cnc3Nc3ccc(OC)nc3)n2)cc1, [H-], [Na+], O. The product is COc1ccc(CN(Cc2ccc(OC)cc2)c2nc(C)nc(-c3cc(CN4CCOCC4=O)cnc3Nc3ccc(OC)nc3)n2)cc1. Reaction SMILES: [CH2:54]1[O:55][CH2:56][CH2:57][CH2:58]1.[CH3:3][O:4][c:5]1[cH:6][cH:7][c:8]([CH2:9][N:10]([c:11]2[n:12][c:13](-[c:18]3[cH:19][c:20]([CH2:33][N:34]([C:35]([CH2:36][Cl:37])=[O:38])[CH2:39][CH2:40][OH:41])[cH:21][n:22][c:23]3[NH:24][c:25]3[cH:26][n:27][c:28]([O:31][CH3:32])[cH:29][cH:30]3)[n:14][c:15]([CH3:17])[n:16]2)[CH2:42][c:43]2[cH:44][cH:45][c:46]([O:49][CH3:50])[cH:47][cH:48]2)[cH:51][cH:52]1.[H-:1].[Na+:2].[OH2:53]>>[CH3:3][O:4][c:5]1[cH:6][cH:7][c:8]([CH2:9][N:10]([c:11]2[n:12][c:13](-[c:18]3[cH:19][c:20]([CH2:33][N:34]4[C:35](=[O:38])[CH2:36][O:41][CH2:40][CH2:39]4)[cH:21][n:22][c:23]3[NH:24][c:25]3[cH:26][n:27][c:28]([O:31][CH3:32])[cH:29][cH:30]3)[n:14][c:15]([CH3:17])[n:16]2)[CH2:42][c:43]2[cH:44][cH:45][c:46]([O:49][CH3:50])[cH:47][cH:48]2)[cH:51][cH:52]1. Starting materials: CN1S(C2=C(N(C=3C=CC=CC23)C)C(=C1C(=O)OC)O)(=O)=O (methyl 2,5-Dihydro-2, 5-dimethyl-4-hydroxy-1,2-thiazino[5,6-b]indole-3-carboxylate 1,1-dioxide), NC=1SC(=CN1)C (2-amino-5-methyl-thiazole). Product: CN1S(C2=C(N(C=3C=CC=CC23)C)C(=C1C(=O)NC=1SC(=CN1)C)O)(=O)=O (2,5-Dihydro-2,5-dimethyl-4-hydroxy-N-(5-methyl-2-thiazolyl)-1,2-thiazino[5,6-b]indole-3-carboxamide-1,1-dioxide). The yield is 90.0%. RXN SMILES: [CH3:1][N:2]1[C:15]([C:16]([O:18]C)=O)=[C:14]([OH:20])[C:5]2[N:6]([CH3:13])[C:7]3[CH:8]=[CH:9][CH:10]=[CH:11][C:12]=3[C:4]=2[S:3]1(=[O:22])=[O:21].[NH2:23][C:24]1[S:25][C:26]([CH3:29])=[CH:27][N:28]=1>>[CH3:1][N:2]1[C:15]([C:16]([NH:23][C:24]2[S:25][C:26]([CH3:29])=[CH:27][N:28]=2)=[O:18])=[C:14]([OH:20])[C:5]2[N:6]([CH3:13])[C:7]3[CH:8]=[CH:9][CH:10]=[CH:11][C:12]=3[C:4]=2[S:3]1(=[O:22])=[O:21]. Procedure: 2,5-Dihydro-2,5-dimethyl-4-hydroxy-N-(5-methyl-2-thiazolyl)-1,2-thiazino[5,6-b]indole-3-carboxamide-1,1-dioxide was prepared analogous to Example 1 from methyl 2,5-Dihydro-2, 5-dimethyl-4-hydroxy-1,2-thiazino[5,6-b]indole-3-carboxylate 1,1-dioxide and 2-amino-5-methyl-thiazole with a yield of 90% of theory; M.p.: 250° C. (decomposition). Starting materials: ClC=1C=CC=2N(C(C3=C(N2)CCC3)=O)C1 (7-chloro-1,2,3,10-tetrahydro-cyclopenta[d]pyrido[1,2-a]pyrimidine-10-one), COC=1C=C(C=O)C=C(C1OC)OC (3,4,5-trimethoxy-benzaldehyde), C[O-].[Na+] (sodium methoxide). Solvent: CO (methanol). Yields the product ClC=1C=CC=2N(C(C3=C(N2)C(CC3)=CC3=CC(=C(C(=C3)OC)OC)OC)=O)C1 (7-chloro-3-(3,4,5-trimethoxy-benzylidene)-1,2,3,10-tetrahydro-cyclopenta[d]pyrido[1,2-a]pyrimidine-10-one). The yield is 60.9%. RXN SMILES: [Cl:1][C:2]1[CH:3]=[CH:4][C:5]2[N:6]([CH:15]=1)[C:7](=[O:14])[C:8]1[CH2:13][CH2:12][CH2:11][C:9]=1[N:10]=2.[CH3:16][O:17][C:18]1[CH:19]=[C:20]([CH:23]=[C:24]([O:28][CH3:29])[C:25]=1[O:26][CH3:27])[CH:21]=O.C[O-].[Na+]>CO>[Cl:1][C:2]1[CH:3]=[CH:4][C:5]2[N:6]([CH:15]=1)[C:7](=[O:14])[C:8]1[CH2:13][CH2:12][C:11](=[CH:21][C:20]3[CH:23]=[C:24]([O:28][CH3:29])[C:25]([O:26][CH3:27])=[C:18]([O:17][CH3:16])[CH:19]=3)[C:9]=1[N:10]=2 |f:2.3|. Procedure details: 7-chloro-1,2,3,10-tetrahydro-cyclopenta[d]pyrido[1,2-a]pyrimidine-10-one (4 g), prepared according to Example 1, was reacted with 3,4,5-trimethoxy-benzaldehyde (8,87 g) in methanol (160 ml) in the presence of sodium methoxide (1.65 g) at reflux temperature for 140 hours. After cooling the precipitate was filtered, washed with water until neutral and crystallized from CH2Cl2 /methanol to give 4.4 g of 7-chloro-3-(3,4,5-trimethoxy-benzylidene)-1,2,3,10-tetrahydro-cyclopenta[d]pyrido[1,2-a]pyrimidi...